From a dataset of the Open Reaction Database (ORD), a public repository of structured organic reaction records. describe an organic reaction: reactants, conditions, products, and yield The reactants are FC(C(=O)O)(F)F (trifluoroacetic acid), C(C)(C)(C)OC(=O)N1CCC2=C(CC1)SC(=N2)NC(C)=O (2-acetylamino-4,5,7,8-tetrahydro-thiazolo[4,5-d]-azepine-6-carboxylic acid tert-butyl ester). The solvent is C(Cl)(Cl)Cl (chloroform). Conditions: time 3 hour. Product: S1C(=NC=2CCNCCC21)NC(C)=O (N-(5,6,7,8-Tetrahydro-4H-thiazolo[4,5-d]azepin-2-yl)-acetamide). The yield is 79.8%. RXN SMILES: FC(F)(F)C(O)=O.C(OC([N:15]1[CH2:21][CH2:20][C:19]2[S:22][C:23]([NH:25][C:26](=[O:28])[CH3:27])=[N:24][C:18]=2[CH2:17][CH2:16]1)=O)(C)(C)C>C(Cl)(Cl)Cl>[S:22]1[C:19]2[CH2:20][CH2:21][NH:15][CH2:16][CH2:17][C:18]=2[N:24]=[C:23]1[NH:25][C:26](=[O:28])[CH3:27]. Procedure: 35 ml trifluoroacetic acid was added to 2.4 g 2-acetylamino-4,5,7,8-tetrahydro-thiazolo[4,5-d]-azepine-6-carboxylic acid tert-butyl ester in 80 mL chloroform. The reaction was stirred 3 h at RT and concentrated. The residue was dissolved in 75 mL chloroform and basified with 2.5 M potassiumcarbonate solution. The chloroform layer was separated and concentrated to give 1.3 g of the desired product., (M+H)+=212